From a dataset of the Open Reaction Database (ORD), a public repository of structured organic reaction records. describe an organic reaction: reactants, conditions, products, and yield Starting materials: NC1=NC(NOC1)=O (5-amino-6H-1,2,4-oxadiazin-3(2H)-one), N(=C=O)CC(=O)OCC (ethyl isocyanatoacetate). The solvent is CO (methanol). The product is desired product, O=C1NOCC(=N1)NC(=O)NCC(=O)OCC (N-(3,6-dihydro-3-oxo-2H-1,2,4-oxadiazin-5-yl)aminocarbonyl-glycine, ethyl ester). Reaction SMILES: [NH2:1][C:2]1[CH2:7][O:6][NH:5][C:4](=[O:8])[N:3]=1.[N:9]([CH2:12][C:13]([O:15][CH2:16][CH3:17])=[O:14])=[C:10]=[O:11]>CO>[O:8]=[C:4]1[N:3]=[C:2]([NH:1][C:10]([NH:9][CH2:12][C:13]([O:15][CH2:16][CH3:17])=[O:14])=[O:11])[CH2:7][O:6][NH:5]1. Reported procedure: A solution of 1.0 g (0.0086 mole) of 5-amino-6H-1,2,4-oxadiazin-3(2H)-one and 1.0 g (0.0086 mole) of ethyl isocyanatoacetate in methanol is combined with cooling and stirring to give the desired product of N-(3,6-dihydro-3-oxo-2H-1,2,4-oxadiazin-5-yl)aminocarbonyl-glycine, ethyl ester which was isolated by filtration, followed by washing with ether and drying. A yield of 0.5 g (72 percent) is obtained. Reactants: COC(=O)C=1C=C(C2=C(S(CC3=C(O2)C(=CC(=C3)N3CCN(CC3)CC3=CC(=CC=C3)[N+](=O)[O-])Cl)(=O)=O)C1)C (4-Chloro-6-methyl-2-[4-(3-nitro-benzyl)-piperazin-1-yl]-10,10-dioxo-10,11-dihydro-5-oxa-10lambda*6*-thia-dibenzo[a,d]cycloheptene-8-carboxylic acid methyl ester). Reagents/catalysts: [Ni] (Ni). The solvent is CN(C)C=O (DMF), CN(C)C=O (DMF). Reaction conditions: time 2 hour. Product: COC(=O)C=1C=C(C2=C(S(CC3=C(O2)C(=CC(=C3)N3CCN(CC3)CC3=CC(=CC=C3)N)Cl)(=O)=O)C1)C (2-[4-(3-Amino-benzyl)-piperazin-1-yl]-4-chloro-6-methyl-10,10-dioxo-10,11-dihydro-5-oxa-10lambda*6*-thia-dibenzo[a,d]cycloheptene-8-carboxylic acid methyl ester). As a reaction SMILES: [CH3:1][O:2][C:3]([C:5]1[CH:6]=[C:7]([CH3:39])[C:8]2[O:14][C:13]3[C:15]([Cl:35])=[CH:16][C:17]([N:19]4[CH2:24][CH2:23][N:22]([CH2:25][C:26]5[CH:31]=[CH:30][CH:29]=[C:28]([N+:32]([O-])=O)[CH:27]=5)[CH2:21][CH2:20]4)=[CH:18][C:12]=3[CH2:11][S:10](=[O:37])(=[O:36])[C:9]=2[CH:38]=1)=[O:4]>CN(C=O)C.[Ni]>[CH3:1][O:2][C:3]([C:5]1[CH:6]=[C:7]([CH3:39])[C:8]2[O:14][C:13]3[C:15]([Cl:35])=[CH:16][C:17]([N:19]4[CH2:24][CH2:23][N:22]([CH2:25][C:26]5[CH:31]=[CH:30][CH:29]=[C:28]([NH2:32])[CH:27]=5)[CH2:21][CH2:20]4)=[CH:18][C:12]=3[CH2:11][S:10](=[O:36])(=[O:37])[C:9]=2[CH:38]=1)=[O:4]. Reported procedure: Activated Raney-Ni (0.54 g) in DMF (10 mL) was added to a solution of Example 126k (0.73 g, 1.276 mmol) in DMF (25 mL) and the reaction mixture was subjected to hydrogenation at 30 psi for 2 h. It was filtered through celite, concentrated and purified using flash chromatography (silica gel, 1.5% methanol/chloroform) to obtain the title compound. Yield: 0.54 g, (75.5%); 1H NMR (CDCl3): δ 2.5 (t, 4H, 2CH2), 2.7 (s, 3H, CH3), 3.22 (t, 4H, 2CH2), 3.5 (s, 2H, CH2), 3.7 (bs, 2H, NH2), 3.9 (s, 3H, OCH3... Procedure details: To a mixture of ketamine (0.052 g, 0.22 mmol) in anhydrous toluene (2 mL) and Na2CO3 (0.082 g) was added a solution of para-nitrophenyl chloroformate (0.129 g, 0.64 mmol) in anhydrous toluene (2 mL). After heating for 8 hours at 100° C., the reaction mixture was cooled to room temperature and filtered. Toluene was evaporated under vacuum and the reaction mixture was diluted with dichloromethane (DCM). The DCM layer was washed 6 times with 50% aqueous NaHCO3 solution to remove the para-nitropheno... Run at temperature 100 celsius. The product is [N+](=O)([O-])C1=CC=C(ONC([O-])=O)C=C1 (para-nitrophenoxycarbamate), CNC1(CCCCC1=O)C=2C=CC=CC2Cl (ketamine). Reaction SMILES: [CH3:1][NH:2][C:3]1([C:10]2[CH:11]=[CH:12][CH:13]=[CH:14][C:15]=2[Cl:16])[C:8](=[O:9])[CH2:7][CH2:6][CH2:5][CH2:4]1.[C:17]([O-:20])([O-])=[O:18].[Na+].[Na+].ClC([O:26][C:27]1[CH:32]=[CH:31][C:30]([N+:33]([O-:35])=[O:34])=[CH:29][CH:28]=1)=O>C1(C)C=CC=CC=1>[N+:33]([C:30]1[CH:31]=[CH:32][C:27]([O:26][NH:2][C:17](=[O:18])[O-:20])=[CH:28][CH:29]=1)([O-:35])=[O:34].[CH3:1][NH:2][C:3]1([C:10]2[CH:11]=[CH:12][CH:13]=[CH:14][C:15]=2[Cl:16])[C:8](=[O:9])[CH2:7][CH2:6][CH2:5][CH2:4]1 |f:1.2.3|. The solvent is C1(=CC=CC=C1)C (toluene), C1(=CC=CC=C1)C (toluene). The reactants are CNC1(CCCCC1=O)C=2C=CC=CC2Cl (ketamine), C(=O)([O-])[O-].[Na+].[Na+] (Na2CO3), ClC(=O)OC1=CC=C(C=C1)[N+](=O)[O-] (para-nitrophenyl chloroformate). Reactants: COC(=O)C(Cc1ccc(-c2c(C)n(C)c(=O)n(C)c2=O)c(C)c1)NC(=O)c1c(Cl)cccc1Cl, CCO, [Na+], [OH-]. Yields the product Cc1cc(CC(NC(=O)c2c(Cl)cccc2Cl)C(=O)O)ccc1-c1c(C)n(C)c(=O)n(C)c1=O. As a reaction SMILES: [CH3:1][O:2][C:3]([CH:4]([NH:5][C:6](=[O:7])[c:8]1[c:9]([Cl:15])[cH:10][cH:11][cH:12][c:13]1[Cl:14])[CH2:16][c:17]1[cH:18][c:19]([CH3:34])[c:20](-[c:23]2[c:24](=[O:33])[n:25]([CH3:32])[c:26](=[O:31])[n:27]([CH3:30])[c:28]2[CH3:29])[cH:21][cH:22]1)=[O:35].[CH3:38][CH2:39][OH:40].[Na+:37].[OH-:36]>>[O:2]=[C:3]([CH:4]([NH:5][C:6](=[O:7])[c:8]1[c:9]([Cl:15])[cH:10][cH:11][cH:12][c:13]1[Cl:14])[CH2:16][c:17]1[cH:18][c:19]([CH3:34])[c:20](-[c:23]2[c:24](=[O:33])[n:25]([CH3:32])[c:26](=[O:31])[n:27]([CH3:30])[c:28]2[CH3:29])[cH:21][cH:22]1)[OH:35]. Reactants: C1=CC=CC=C1 (benzene), S(O)(O)(=O)=O (Sulfuric acid), C=C1CCC1 (Methylenecyclobutane), C1=CC=CC=C1 (Benzene). Conditions: temperature 0 celsius, time 1 hour. Yields the product CC1(CCC1)C1=CC=CC=C1 ((1-methylcyclobutyl)benzene). Reaction SMILES: [CH:1]1[CH:6]=[CH:5][CH:4]=[CH:3][CH:2]=1.S(=O)(=O)(O)O.[CH2:12]=[C:13]1[CH2:16][CH2:15][CH2:14]1>>[CH3:12][C:13]1([C:1]2[CH:6]=[CH:5][CH:4]=[CH:3][CH:2]=2)[CH2:16][CH2:15][CH2:14]1. Procedure details: A stirred mixture of benzene (5.0 ml, 56 mmol) and Sulfuric acid (1.17 ml, 21.9 mmol) was cooled to 0° C. and treated dropwise with a solution of Methylenecyclobutane (1.00 ml, 10.8 mmol) in Benzene (3.0 ml, 34 mmol) over-1 h. Upon completion of the addition, the reaction mixture was stirred an additional 1 h while being warmed to RT. The mixture extracted with 15 ml of hexane. The organic phase was washed with 10 ml H2O and 10 ml sat NaHCO3, dried over Na2SO4, filtered and concentrated to yield...